Dataset: the Open Reaction Database (ORD), a public repository of structured organic reaction records. Task: describe an organic reaction: reactants, conditions, products, and yield The product is CC(C(CC(=O)C1=CC(=CC=C1)C(CC(C(C)(C)C)=O)=O)=O)(C)C (1,3-bis(4,4-dimethyl-3-oxopentanoyl)-benzene). As a reaction SMILES: [H-].[Na+].[CH3:3][C:4](=[O:9])[C:5]([CH3:8])([CH3:7])[CH3:6].[C:10]([O:22]C)(=O)[C:11]1[CH:20]=[CH:19][CH:18]=[C:13]([C:14]([O:16]C)=O)[CH:12]=1.Cl>O1CCCC1>[CH3:6][C:5]([CH3:8])([CH3:7])[C:4](=[O:9])[CH2:3][C:14]([C:13]1[CH:18]=[CH:19][CH:20]=[C:11]([C:10](=[O:22])[CH2:3][C:4](=[O:9])[C:5]([CH3:8])([CH3:7])[CH3:6])[CH:12]=1)=[O:16] |f:0.1|. The solvent is O1CCCC1 (tetrahydrofuran). Starting materials: Cl (hydrochloric acid), [H-].[Na+] (sodium hydride), CC(C(C)(C)C)=O (pinacolone), C(C1=CC(C(=O)OC)=CC=C1)(=O)OC (dimethyl isophthalate). Isolated yield 60.5%. Procedure: In a 100 ml three-necked flask equipped with a mechanical stirrer, dropping funnel, reflux condenser, and a nitogen-inlet tube, 1.5 gm (38 mmol) of 60% sodium hydride, 3.6 gm (36 mmol) of pinacolone, 3.0 gm (15.5 mmol) of dimethyl isophthalate, and 30 ml of anhydrous tetrahydrofuran were mixed with stirring under nitrogen stream and refluxed with heating for 6 hours. After cooling the reaction mixture, 10 ml of 2N aqueous hydrochloric acid was added the product was extracted with chloroform. The... The reactants are Oc1ccc(-c2nc3cc(O)cc(CBr)c3o2)cc1, CN(C)C=O, N#C[K], O. Yields the product N#CCc1cc(O)cc2nc(-c3ccc(O)cc3)oc12. As a reaction SMILES: [Br:1][CH2:2][c:3]1[cH:4][c:5]([OH:19])[cH:6][c:7]2[n:8][c:9](-[c:12]3[cH:13][cH:14][c:15]([OH:18])[cH:16][cH:17]3)[o:10][c:11]12.[CH3:24][N:25]([CH3:26])[CH:27]=[O:28].[K:20][C:21]#[N:22].[OH2:23]>>[CH2:2]([c:3]1[cH:4][c:5]([OH:19])[cH:6][c:7]2[n:8][c:9](-[c:12]3[cH:13][cH:14][c:15]([OH:18])[cH:16][cH:17]3)[o:10][c:11]12)[C:21]#[N:22].